Dataset: the Open Reaction Database (ORD), a public repository of structured organic reaction records. Task: describe an organic reaction: reactants, conditions, products, and yield Starting materials: CC(C)(C)OC(=O)N1C2CCCC1CN(c1ccc3cc([N+](=O)[O-])ccc3n1)C2, N, O=C(O)C(F)(F)F. The product is O=[N+]([O-])c1ccc2nc(N3CC4CCCC(C3)N4)ccc2c1. As a reaction SMILES: [C:1]([O:2][C:3](=[O:4])[N:8]1[CH:9]2[CH2:10][N:11]([c:17]3[n:18][c:19]4[cH:20][cH:21][c:22]([N+:27](=[O:28])[O-:29])[cH:23][c:24]4[cH:25][cH:26]3)[CH2:12][CH:13]1[CH2:14][CH2:15][CH2:16]2)([CH3:5])([CH3:6])[CH3:7].[NH3:37].[OH:30][C:31]([C:32]([F:33])([F:34])[F:35])=[O:36]>>[NH:8]1[CH:9]2[CH2:10][N:11]([c:17]3[n:18][c:19]4[cH:20][cH:21][c:22]([N+:27](=[O:28])[O-:29])[cH:23][c:24]4[cH:25][cH:26]3)[CH2:12][CH:13]1[CH2:14][CH2:15][CH2:16]2. The reactants are FC1=NC(=CC=C1)C1OC1 (2-fluoro-6-oxiranyl-pyridine), C(C)OP(=O)(OCC)CC(=O)OC(C)(C)C (t-butyl diethylphosphonoacetate), [H-].[Na+] (NaH). The solvent is C1(=CC=CC=C1)C (toluene), C1(=CC=CC=C1)C (toluene), CCOC(=O)C (EtOAc). Conditions: time 10 minute. Yields the product C(C)(C)(C)OC(=O)[C@H]1[C@@H](C1)C1=NC(=CC=C1)F (Trans-2-(6-fluoro-pyridin-2yl)-cyclopropanecarboxylic acid tert-butyl ester). The yield is 18.3%. RXN SMILES: [H-].[Na+].C(OP([CH2:11][C:12]([O:14][C:15]([CH3:18])([CH3:17])[CH3:16])=[O:13])(OCC)=O)C.[F:19][C:20]1[CH:25]=[CH:24][CH:23]=[C:22]([CH:26]2[CH2:28]O2)[N:21]=1>C1(C)C=CC=CC=1.CCOC(C)=O>[C:15]([O:14][C:12]([C@@H:11]1[CH2:28][C@H:26]1[C:22]1[CH:23]=[CH:24][CH:25]=[C:20]([F:19])[N:21]=1)=[O:13])([CH3:16])([CH3:17])[CH3:18] |f:0.1|. Reported procedure: To a suspension of NaH (60% oil dispersion, 320 mg, 8 mmol) in toluene (10 mL) was added dropwise t-butyl diethylphosphonoacetate (1.92 g, 7.6 mmol). The resulting mixture was stirred at rt for 10 min., then a solution of 2-fluoro-6-oxiranyl-pyridine (530 mg, 3.8 mmol) in toluene (5 mL) was added dropwise to the reaction mixture. The resulting mixture was then heated at reflux for 12 h. The mixture was cooled to rt and diluted with EtOAc and washed with NH4Cl (saturated) and water. The EtOAc lay... Starting materials: C(=O)([O-])[O-].[K+].[K+] (K2CO3), OCC1=CC=C(C=C1)CCC=O (3-(4-hydroxymethyl-phenyl)-propionaldehyde), [N+](=[N-])=C(C(C)=O)P(OC)(OC)=O (dimethyl (1-diazo-2-oxo-propyl)-phosphonate). The solvent is CO (MeOH), CO (MeOH), CCOC(=O)C (EtOAc). Run at time 3 hour. Yields the product C(CC#C)C1=CC=C(C=C1)CO ((4-but-3-ynyl-phenyl)-methanol). As a reaction SMILES: [C:1]([O-])([O-])=O.[K+].[K+].[OH:7][CH2:8][C:9]1[CH:14]=[CH:13][C:12]([CH2:15][CH2:16][CH:17]=O)=[CH:11][CH:10]=1.[N+](=C(P(=O)(OC)OC)C(=O)C)=[N-]>CO.CCOC(C)=O>[CH2:15]([C:12]1[CH:13]=[CH:14][C:9]([CH2:8][OH:7])=[CH:10][CH:11]=1)[CH2:16][C:17]#[CH:1] |f:0.1.2|. Procedure: 8.5 g (61.5 mmol) K2CO3 are added to a solution of 5.0 g (30.4 mmol) 3-(4-hydroxymethyl-phenyl)-propionaldehyde in 100 mL MeOH and then a solution of 7.0 g (36.4 mmol) dimethyl (1-diazo-2-oxo-propyl)-phosphonate in 50 mL MeOH is added dropwise and stirred for 3 h at RT. The reaction mixture is diluted with 200 mL EtOAc, washed with 80 mL saturated NaHCO3 solution, the aqueous phase extracted with 100 mL EtOAc and the combined organic phases are dried over Na2SO4. After the desiccant and solvent ... Starting materials: C1=C(C=CC2=CC=CC=C12)O (2-Naphthol), N1CCCCC1 (piperidine), C(C=C)OC1=C(C=C(C=O)C=C1OC)Br (4-allyloxy-3-bromo-5-methoxy-benzaldehyde), C(#N)CC(=O)OCC (ethyl cyanoacetate). Solvent: C(C)O (ethanol), O (water). Conditions: temperature 80 celsius. Product: C(C)OC(=O)C1=C(OC2=CC3=C(C=C2C1C1=CC(=C(C(=C1)OC)OCC=C)Br)C=CC=C3)N (4-(4-Allyloxy-3-bromo-5-methoxy-phenyl)-2-amino-4H-benzo[g]chromene-3-carboxylic acid ethyl ester). Reaction SMILES: [CH:1]1[C:10]2[C:5](=[CH:6][CH:7]=[CH:8][CH:9]=2)[CH:4]=[CH:3][C:2]=1[OH:11].[CH2:12]([O:15][C:16]1[C:23]([O:24][CH3:25])=[CH:22][C:19]([CH:20]=O)=[CH:18][C:17]=1[Br:26])[CH:13]=[CH2:14].[C:27]([CH2:29][C:30]([O:32][CH2:33][CH3:34])=[O:31])#[N:28].N1CCCCC1>C(O)C.O>[CH2:33]([O:32][C:30]([C:29]1[CH:20]([C:19]2[CH:22]=[C:23]([O:24][CH3:25])[C:16]([O:15][CH2:12][CH:13]=[CH2:14])=[C:17]([Br:26])[CH:18]=2)[C:3]2[C:2](=[CH:1][C:10]3[CH:9]=[CH:8][CH:7]=[CH:6][C:5]=3[CH:4]=2)[O:11][C:27]=1[NH2:28])=[O:31])[CH3:34]. Procedure: 2-Naphthol (170 g, 1.2 mmol), 4-allyloxy-3-bromo-5-methoxy-benzaldehyde (271 g, 1 mmol) and ethyl cyanoacetate (113 mg, 1 mmol) were taken in 7 ml ethanol at room temperature, charged with piperidine (50 μL) and then stirred at 80° C. under LC-MS control till the reaction was complete. The reaction mixture was cooled down to room temperature, diluted with 10 ml water, stirred for 2 h at room temperature, solids were collected by filtration, washed with 1:1 mixture of ethanol/water and dried (386... Reactants: COc1ccc(Cl)cc1C(=O)N=c1sc(C(C)(C)C)cn1CC1(O)CCC1, CC(=O)OC(C)=O, CN(C)c1ccncc1, c1ccncc1. Yields the product COc1ccc(Cl)cc1C(=O)N=c1sc(C(C)(C)C)cn1CC1(OC(C)=O)CCC1. Reaction SMILES: [C:1]([CH3:2])([CH3:3])([CH3:4])[c:5]1[cH:6][n:7]([CH2:22][C:23]2([OH:27])[CH2:24][CH2:25][CH2:26]2)[c:8](=[N:10][C:11]([c:12]2[c:13]([O:19][CH3:20])[cH:14][cH:15][c:16]([Cl:18])[cH:17]2)=[O:21])[s:9]1.[CH3:28][C:29](=[O:30])[O:31][C:32](=[O:33])[CH3:34].[CH3:35][N:36]([CH3:37])[c:38]1[cH:39][cH:40][n:41][cH:42][cH:43]1.[cH:44]1[cH:45][cH:46][n:47][cH:48][cH:49]1>>[C:1]([CH3:2])([CH3:3])([CH3:4])[c:5]1[cH:6][n:7]([CH2:22][C:23]2([O:27][C:29]([CH3:28])=[O:30])[CH2:24][CH2:25][CH2:26]2)[c:8](=[N:10][C:11]([c:12]2[c:13]([O:19][CH3:20])[cH:14][cH:15][c:16]([Cl:18])[cH:17]2)=[O:21])[s:9]1. The reactants are BrC1=CC=C(C(=O)CC(=O)OCC)C=C1 (ethyl 4-bromobenzoylacetate), OC1C2=CC=CC=C2OC=2C=CC=CC12 (9-hydroxyxanthene), Example 3 ( ii ). Solvent: C(C)O.C(C)(=O)O (ethanol acetic acid). Conditions: time 3 day. Yields the product BrC1=CC=C(C(=O)C(C(=O)OCC)C2C3=CC=CC=C3OC=3C=CC=CC23)C=C1 (ethyl 2-(4-bromobenzoyl)-2-(9H-xanthen-9-yl)acetate). Reaction SMILES: [Br:1][C:2]1[CH:15]=[CH:14][C:5]([C:6]([CH2:8][C:9]([O:11][CH2:12][CH3:13])=[O:10])=[O:7])=[CH:4][CH:3]=1.O[CH:17]1[C:30]2[CH:29]=[CH:28][CH:27]=[CH:26][C:25]=2[O:24][C:23]2[C:18]1=[CH:19][CH:20]=[CH:21][CH:22]=2>C(O)C.C(O)(=O)C>[Br:1][C:2]1[CH:3]=[CH:4][C:5]([C:6]([CH:8]([CH:17]2[C:18]3[CH:19]=[CH:20][CH:21]=[CH:22][C:23]=3[O:24][C:25]3[C:30]2=[CH:29][CH:28]=[CH:27][CH:26]=3)[C:9]([O:11][CH2:12][CH3:13])=[O:10])=[O:7])=[CH:14][CH:15]=1 |f:2.3|. Procedure details: A solution of ethyl 4-bromobenzoylacetate (14.8 g, 0.05 mol) and 9-hydroxyxanthene (10.9 g, 0.06 mol) in ethanol-acetic acid (1:1, 150 ml) was stirred as described in Example 3 (ii) and a white solid collected. The filtrate was stirred a further 3 days and a second crop collected to give ethyl 2-(4-bromobenzoyl)-2-(9H-xanthen-9-yl)acetate. Starting materials: COC(=O)C=1SC=2C(COC3=C(C2N1)C=C(C=C3)C#CC(C)(C)O)(F)F (4,4-Difluoro-9-(3-hydroxy-3-methyl-but-1-ynyl)-4,5-dihydro-6-oxa-3-thia-1-aza-benzo[e]azulene-2-carboxylic acid methyl ester), N.CO (NH3 CH3OH). The solvent is C1CCOC1 (THF). Run at time 3 hour. Product: FC1(COC2=C(C=3N=C(SC13)C(=O)N)C=C(C=C2)C#CC(C)(C)O)F (4,4-Difluoro-9-(3-hydroxy-3-methyl-but-1-ynyl)-4,5-dihydro-6-oxa-3-thia-1-aza-benzo[e]azulene-2-carboxylic acid amide). The yield is 30.0%. As a reaction SMILES: C[O:2][C:3]([C:5]1[S:6][C:7]2[C:8]([F:26])([F:25])[CH2:9][O:10][C:11]3[CH:18]=[CH:17][C:16]([C:19]#[C:20][C:21]([OH:24])([CH3:23])[CH3:22])=[CH:15][C:12]=3[C:13]=2[N:14]=1)=O.[NH3:27].CO>C1COCC1>[F:25][C:8]1([F:26])[C:7]2[S:6][C:5]([C:3]([NH2:27])=[O:2])=[N:14][C:13]=2[C:12]2[CH:15]=[C:16]([C:19]#[C:20][C:21]([OH:24])([CH3:23])[CH3:22])[CH:17]=[CH:18][C:11]=2[O:10][CH2:9]1 |f:1.2|. Procedure details: To a solution of 4,4-Difluoro-9-(3-hydroxy-3-methyl-but-1-ynyl)-4,5-dihydro-6-oxa-3-thia-1-aza-benzo[e]azulene-2-carboxylic acid methyl ester (86 mg, 0.227 mmol) in THF (5 mL) at room temperature, NH3/CH3OH (self-made, 5 mL) was added. The mixture was stirred at room temperature for 3 h, then concentrated to give a residue which was purified by flash column chromatography (silica gel, EtOAc in hexane from 0 to 50%) to give 4,4-Difluoro-9-(3-hydroxy-3-methyl-but-1-ynyl)-4,5-dihydro-6-oxa-3-thia-1... The reactants are NCC1=CC=C(C=C1)C=1C=C(C(=NC1)N)OC(C)C1=C(C(=CC=C1Cl)F)Cl (5-[4-(aminomethyl)phenyl]-3-[1-(2,6-dichloro-3-fluoro-phenyl)ethoxy]pyridin-2-amine), ClCP(C)(C)=O (chloromethyl-dimethyl-phosphine oxide). The product is CP(=O)(C)CN(CP(=O)(C)C)CC1=CC=C(C=C1)C=1C=C(C(=NC1)N)OC(C)C1=C(C(=CC=C1Cl)F)Cl (5-[4-[(bis(dimethylphosphorylmethyl)amino)methyl]phenyl]-3-[1-(2,6-dichloro-3-fluoro-phenyl)ethoxy]pyridin-2-amine). As a reaction SMILES: [NH2:1][CH2:2][C:3]1[CH:8]=[CH:7][C:6]([C:9]2[CH:10]=[C:11]([O:16][CH:17]([C:19]3[C:24]([Cl:25])=[CH:23][CH:22]=[C:21]([F:26])[C:20]=3[Cl:27])[CH3:18])[C:12]([NH2:15])=[N:13][CH:14]=2)=[CH:5][CH:4]=1.Cl[CH2:29][P:30](=[O:33])([CH3:32])[CH3:31]>>[CH3:29][P:30]([CH2:32][N:1]([CH2:2][C:3]1[CH:4]=[CH:5][C:6]([C:9]2[CH:10]=[C:11]([O:16][CH:17]([C:19]3[C:24]([Cl:25])=[CH:23][CH:22]=[C:21]([F:26])[C:20]=3[Cl:27])[CH3:18])[C:12]([NH2:15])=[N:13][CH:14]=2)=[CH:7][CH:8]=1)[CH2:29][P:30]([CH3:32])([CH3:31])=[O:33])([CH3:31])=[O:33]. Procedure details: the title compound (di-alkylation product) was prepared from 5-[4-(aminomethyl)phenyl]-3-[1-(2,6-dichloro-3-fluoro-phenyl)ethoxy]pyridin-2-amine and chloromethyl-dimethyl-phosphine oxide following the same procedure as Example 2. ESMS: m/z 584 (M+H)+. Reactants: COC=1C=CC2=C(CCN(C(N2)=O)C2CCN(CC2)C2=NC(=NC=N2)C(=O)OC)C1 (methyl 4-[4-(7-methoxy-2-oxo-1,2,4,5-tetrahydro-1,3-benzodiazepin-3-yl)-piperidin-1-yl]-[1,3,5]triazine-2-carboxylate), [OH-].[Na+] (NaOH), C1CCOC1 (THF). Run in O (water). Product: COC=1C=CC2=C(CCN(C(N2)=O)C2CCN(CC2)C2=NC(=NC=N2)C(=O)O)C1 (4-[4-(7-methoxy-2-oxo-1,2,4,5-tetrahydro-1,3-benzodiazepin-3-yl)-piperidin-1-yl]-[1,3,5]triazine-2-carboxylic acid). RXN SMILES: [CH3:1][O:2][C:3]1[CH:4]=[CH:5][C:6]2[NH:12][C:11](=[O:13])[N:10]([CH:14]3[CH2:19][CH2:18][N:17]([C:20]4[N:25]=[CH:24][N:23]=[C:22]([C:26]([O:28]C)=[O:27])[N:21]=4)[CH2:16][CH2:15]3)[CH2:9][CH2:8][C:7]=2[CH:30]=1.[OH-].[Na+].C1COCC1>O>[CH3:1][O:2][C:3]1[CH:4]=[CH:5][C:6]2[NH:12][C:11](=[O:13])[N:10]([CH:14]3[CH2:15][CH2:16][N:17]([C:20]4[N:25]=[CH:24][N:23]=[C:22]([C:26]([OH:28])=[O:27])[N:21]=4)[CH2:18][CH2:19]3)[CH2:9][CH2:8][C:7]=2[CH:30]=1 |f:1.2|. Procedure details: 0.27 g (0.64 mmol) methyl 4-[4-(7-methoxy-2-oxo-1,2,4,5-tetrahydro-1,3-benzodiazepin-3-yl)-piperidin-1-yl]-[1,3,5]triazine-2-carboxylate and 0.5 mL (2 mmol) of a 4M NaOH solution were stirred in 0.5 mL water and 4.0 mL THF for 3 days at RT. The organic solvent was eliminated by rotary evaporation and the reaction mixture was combined with 0.5 mL of a 4M HCl solution. The precipitated solid was suction filtered and dried.